The task is: describe an organic reaction: reactants, conditions, products, and yield. This data is from the Open Reaction Database (ORD), a public repository of structured organic reaction records. The reactants are C(=O)(OCC1=CC=CC=C1)NC1(CC1)CO (N-CBZ-amino-1-(hydroxymethyl)cyclopropane), CCN(C(C)C)C(C)C (DIPEA), CS(=O)(=O)Cl (MsCl). Solvent: C(Cl)Cl (DCM). Run at temperature 0 celsius, time 15 minute. The product is C(=O)(OCC1=CC=CC=C1)NC1(CC1)COS(=O)(=O)C (N-CBZ-amino-1-(methylsulfonyloxymethyl)cyclopropane). RXN SMILES: [C:1]([NH:11][C:12]1([CH2:15][OH:16])[CH2:14][CH2:13]1)([O:3][CH2:4][C:5]1[CH:10]=[CH:9][CH:8]=[CH:7][CH:6]=1)=[O:2].CCN(C(C)C)C(C)C.[CH3:26][S:27](Cl)(=[O:29])=[O:28]>C(Cl)Cl>[C:1]([NH:11][C:12]1([CH2:15][O:16][S:27]([CH3:26])(=[O:29])=[O:28])[CH2:13][CH2:14]1)([O:3][CH2:4][C:5]1[CH:10]=[CH:9][CH:8]=[CH:7][CH:6]=1)=[O:2]. Procedure details: N-CBZ-amino-1-(hydroxymethyl)cyclopropane (similarly prepared according to JMC 31, 2004, 1998) (250 mg) was dissolved into DCM (25 ml) with DIPEA (250 μl) and stirred at 0° C. for 15 minutes. To the reaction was added MsCl (1.1 eq) and stirred for 30 minutes. The reaction was washed with NaHCO3 solution, water, brine and dried with Na2SO4. The solution was evaporated to give N-CBZ-amino-1-(methylsulfonyloxymethyl)cyclopropane as an off white solid. This solid was mixed with above 4-(1H-indol-5-y...